Dataset: the Open Reaction Database (ORD), a public repository of structured organic reaction records. Task: describe an organic reaction: reactants, conditions, products, and yield The reactants are O=C1NC(=O)c2ccccc21, CN1CC(Cl)C(=O)Nc2ccccc21, [K], O. Product: CN1CC(N2C(=O)c3ccccc3C2=O)C(=O)Nc2ccccc21. Reaction SMILES: [C:15]1(=[O:25])[c:16]2[c:17]([cH:21][cH:22][cH:23][cH:24]2)[C:18](=[O:20])[NH:19]1.[Cl:1][CH:2]1[CH2:3][N:4]([CH3:14])[c:5]2[c:6]([cH:10][cH:11][cH:12][cH:13]2)[NH:7][C:8]1=[O:9].[K:26].[OH2:27]>>[CH:2]1([N:19]2[C:15](=[O:25])[c:16]3[c:17]([cH:21][cH:22][cH:23][cH:24]3)[C:18]2=[O:20])[CH2:3][N:4]([CH3:14])[c:5]2[c:6]([cH:10][cH:11][cH:12][cH:13]2)[NH:7][C:8]1=[O:9]. Reactants: CN1CC(C=C(C1)O)=O (1-methyl-3-oxo-5-hydroxy-1,2,3,6-tetrahydropyridine), C(C)O (ethanol), C=1(C(=CC=CC1)C=O)C (o-tolualdehyde), COC(\C=C(\C)/N)=O (methyl-3-aminocrotonate). Run in C(C)(=O)O (acetic acid). Yields the product COC(=O)C1=C(NC=2CN(CC(C2C1C1=C(C=CC=C1)C)=O)C)C (1,4,5,6,7,8-Hexahydro-2,7-dimethyl-4-(2-methylphenyl)-5-oxo-1,7-naphthyridine-3-carboxylic acid methyl ester). Reaction SMILES: [CH3:1][N:2]1[CH2:7][C:6](O)=[CH:5][C:4](=[O:9])[CH2:3]1.[C:10]1([CH3:18])[C:11]([CH:16]=O)=[CH:12][CH:13]=[CH:14][CH:15]=1.[CH3:19][O:20][C:21](=[O:26])/[CH:22]=[C:23](\[NH2:25])/[CH3:24].C(O)C>C(O)(=O)C>[CH3:19][O:20][C:21]([C:22]1[CH:16]([C:11]2[CH:12]=[CH:13][CH:14]=[CH:15][C:10]=2[CH3:18])[C:5]2[C:4](=[O:9])[CH2:3][N:2]([CH3:1])[CH2:7][C:6]=2[NH:25][C:23]=1[CH3:24])=[O:26]. Reported procedure: A mixture of 7.65 g. of 1-methyl-3-oxo-5-hydroxy-1,2,3,6-tetrahydropyridine, 7.2 g. of o-tolualdehyde, 6.9 g. of methyl-3-aminocrotonate (97%), 110 ml. of ethanol and 35 ml. of acetic acid was refluxed for 3 hours. The mixture was evaporated to dryness in vacuo. The residue was dissolved in dichloromethane and extracted with saturated sodium carbonate solution. The dichloromethane solution was evaporated to dryness. The residue was slurried with diethyl ether and the solid was separated by filtr... Yields the product CCCc1nc(C)c2c(=O)[nH]c(-c3cc(S(=O)(=O)N4CCC(O)CC4)ccc3OCC)nn12. Reaction SMILES: [CH2:1]([CH3:2])[O:3][c:4]1[c:5](-[c:14]2[n:15][n:16]3[c:17]([c:18](=[O:20])[nH:19]2)[c:21]([CH3:27])[n:22][c:23]3[CH2:24][CH2:25][CH3:26])[cH:6][c:7]([S:10](=[O:11])(=[O:12])[Cl:13])[cH:8][cH:9]1.[OH:28][CH:29]1[CH2:30][CH2:31][NH:32][CH2:33][CH2:34]1>>[CH2:1]([CH3:2])[O:3][c:4]1[c:5](-[c:14]2[n:15][n:16]3[c:17]([c:18](=[O:20])[nH:19]2)[c:21]([CH3:27])[n:22][c:23]3[CH2:24][CH2:25][CH3:26])[cH:6][c:7]([S:10](=[O:11])(=[O:12])[N:32]2[CH2:31][CH2:30][CH:29]([OH:28])[CH2:34][CH2:33]2)[cH:8][cH:9]1. Reactants: CCCc1nc(C)c2c(=O)[nH]c(-c3cc(S(=O)(=O)Cl)ccc3OCC)nn12, OC1CCNCC1. The reactants are COC(\C=C\C=1C=C2C(CC3(CCN(CC3)C(=O)OC(C)(C)C)OC2=CC1)=O)=O ((E)-3-{1′-tert-butoxycarbonyl-4-oxo-spiro[chromane-2,4′-piperidine]-6-yl}-acrylic acid methyl ester), COC(\C=C\C=1C=C2C(CC3(CCN(CC3)C(=O)OC(C)(C)C)OC2=CC1)=O)=O ((E)-3-{1′-tert-butoxycarbonyl-4-oxo-spiro[chromane-2,4′-piperidine]-6-yl}-acrylic acid methyl ester), C1(=CC=CC=C1)C=1SC=C(N1)C=O (2-phenylthiazole-4-carbaldehyde), [BH-](OC(=O)C)(OC(=O)C)OC(=O)C.[Na+] (NaBH(OAc)3), CC(=O)O (AcOH), TEA. Solvent: C(Cl)Cl (DCM). Run at time 2 hour. Product: COC(\C=C\C=1C=C2C(CC3(CCN(CC3)CC=3N=C(SC3)C3=CC=CC=C3)OC2=CC1)=O)=O ((E)-3-{1′-(2-phenyl-thiazol-4-yl-methyl)-4-oxo-spiro[chromane-2,4′-piperidine]-6-yl}-acrylic acid methyl ester). The yield is 71.3%. RXN SMILES: [CH3:1][O:2][C:3](=[O:29])/[CH:4]=[CH:5]/[C:6]1[CH:7]=[C:8]2[C:25](=[CH:26][CH:27]=1)[O:24][C:11]1([CH2:16][CH2:15][N:14]([C:17](OC(C)(C)C)=O)[CH2:13][CH2:12]1)[CH2:10][C:9]2=[O:28].CC(O)=O.[C:34]1([C:40]2[S:41][CH:42]=[C:43](C=O)[N:44]=2)[CH:39]=[CH:38][CH:37]=[CH:36][CH:35]=1.[BH-](OC(C)=O)(OC(C)=O)OC(C)=O.[Na+]>C(Cl)Cl>[CH3:1][O:2][C:3](=[O:29])/[CH:4]=[CH:5]/[C:6]1[CH:7]=[C:8]2[C:25](=[CH:26][CH:27]=1)[O:24][C:11]1([CH2:12][CH2:13][N:14]([CH2:17][C:43]3[N:44]=[C:40]([C:34]4[CH:39]=[CH:38][CH:37]=[CH:36][CH:35]=4)[S:41][CH:42]=3)[CH2:15][CH2:16]1)[CH2:10][C:9]2=[O:28] |f:3.4|. Procedure: A suspension of (E)-3-{4-oxo-spiro[chromane-2,4′-piperidine]-6-yl}-acrylic acid methyl ester hydrochloride (600 mg, 1.78 mmol, Intermediate 1) in DCM (30 ml) was treated with TEA (0.25 ml, 1.77 mmol). The pH was adjusted to 5 with AcOH and then 2-phenylthiazole-4-carbaldehyde (404 mg, 2.13 mmol) and NaBH(OAc)3 (554 mg, 2.62 mmol) were added. The mixture was stirred for 2 h at RT and then partitioned between DCM and aqueous NaHCO3 solution. The organic layer was dried over Na2SO4 and evaporated. ... Reactants: CCO, C(=NC1CCCCC1)=NC1CCCCC1, ClC(Cl)Cl, ONCc1ccccc1Cl, CC(C)(CO)C(=O)O. Product: CC(C)(CO)C(=O)N(O)Cc1ccccc1Cl. Reaction SMILES: [CH3:34][CH2:35][OH:36].[CH:19]1([N:20]=[C:21]=[N:22][CH:23]2[CH2:24][CH2:25][CH2:26][CH2:27][CH2:28]2)[CH2:29][CH2:30][CH2:31][CH2:32][CH2:33]1.[CH:37]([Cl:38])([Cl:39])[Cl:40].[Cl:9][c:10]1[c:11]([CH2:16][NH:17][OH:18])[cH:12][cH:13][cH:14][cH:15]1.[OH:1][CH2:2][C:3]([C:4](=[O:5])[OH:6])([CH3:7])[CH3:8]>>[OH:1][CH2:2][C:3]([C:4](=[O:5])[N:17]([CH2:16][c:11]1[c:10]([Cl:9])[cH:15][cH:14][cH:13][cH:12]1)[OH:18])([CH3:7])[CH3:8].